From a dataset of the Open Reaction Database (ORD), a public repository of structured organic reaction records. describe an organic reaction: reactants, conditions, products, and yield The reactants are COc1cc(P(=O)(c2ccccc2)c2ccccc2)c(I)c(OC)c1OC, OB(O)c1ccccc1, c1ccc(P(c2ccccc2)(c2ccccc2)[Pd](P(c2ccccc2)(c2ccccc2)c2ccccc2)(P(c2ccccc2)(c2ccccc2)c2ccccc2)P(c2ccccc2)(c2ccccc2)c2ccccc2)cc1. Yields the product COc1cc(P(=O)(c2ccccc2)c2ccccc2)c(-c2ccccc2)c(OC)c1OC. Reaction SMILES: [I:1][c:2]1[c:3]([P:14]([c:15]2[cH:16][cH:17][cH:18][cH:19][cH:20]2)([c:21]2[cH:22][cH:23][cH:24][cH:25][cH:26]2)=[O:27])[cH:4][c:5]([O:12][CH3:13])[c:6]([O:10][CH3:11])[c:7]1[O:8][CH3:9].[OH:28][B:29]([OH:30])[c:31]1[cH:32][cH:33][cH:34][cH:35][cH:36]1.[cH:37]1[cH:38][cH:39][c:40]([P:41]([Pd:42]([P:43]([c:44]2[cH:45][cH:46][cH:47][cH:48][cH:49]2)([c:50]2[cH:51][cH:52][cH:53][cH:54][cH:55]2)[c:56]2[cH:57][cH:58][cH:59][cH:60][cH:61]2)([P:62]([c:63]2[cH:64][cH:65][cH:66][cH:67][cH:68]2)([c:69]2[cH:70][cH:71][cH:72][cH:73][cH:74]2)[c:75]2[cH:76][cH:77][cH:78][cH:79][cH:80]2)[P:81]([c:82]2[cH:83][cH:84][cH:85][cH:86][cH:87]2)([c:88]2[cH:89][cH:90][cH:91][cH:92][cH:93]2)[c:94]2[cH:95][cH:96][cH:97][cH:98][cH:99]2)([c:100]2[cH:101][cH:102][cH:103][cH:104][cH:105]2)[c:106]2[cH:107][cH:108][cH:109][cH:110][cH:111]2)[cH:112][cH:113]1>>[c:2]1(-[c:31]2[cH:32][cH:33][cH:34][cH:35][cH:36]2)[c:3]([P:14]([c:15]2[cH:16][cH:17][cH:18][cH:19][cH:20]2)([c:21]2[cH:22][cH:23][cH:24][cH:25][cH:26]2)=[O:27])[cH:4][c:5]([O:12][CH3:13])[c:6]([O:10][CH3:11])[c:7]1[O:8][CH3:9].